From a dataset of the Open Reaction Database (ORD), a public repository of structured organic reaction records. describe an organic reaction: reactants, conditions, products, and yield Reactants: CO, [H-], Nc1cccc(C2CCC(N3CC(NC(=O)CNC(=O)c4cccc(C(F)(F)F)c4)C3)CC2)n1, [Na+], CN(C)C=O. Product: N#CNc1cccc(C2CCC(N3CC(NC(=O)CNC(=O)c4cccc(C(F)(F)F)c4)C3)CC2)n1. As a reaction SMILES: [CH3:37][OH:38].[H-:36].[NH2:1][c:2]1[cH:3][cH:4][cH:5][c:6]([CH:8]2[CH2:9][CH2:10][CH:11]([N:14]3[CH2:15][CH:16]([NH:18][C:19](=[O:20])[CH2:21][NH:22][C:23]([c:24]4[cH:25][c:26]([C:30]([F:31])([F:32])[F:33])[cH:27][cH:28][cH:29]4)=[O:34])[CH2:17]3)[CH2:12][CH2:13]2)[n:7]1.[Na+:35].[O:39]=[CH:40][N:41]([CH3:42])[CH3:43]>>[NH:1]([c:2]1[cH:3][cH:4][cH:5][c:6]([CH:8]2[CH2:9][CH2:10][CH:11]([N:14]3[CH2:15][CH:16]([NH:18][C:19](=[O:20])[CH2:21][NH:22][C:23]([c:24]4[cH:25][c:26]([C:30]([F:31])([F:32])[F:33])[cH:27][cH:28][cH:29]4)=[O:34])[CH2:17]3)[CH2:12][CH2:13]2)[n:7]1)[C:40]#[N:41].